This data is from the Open Reaction Database (ORD), a public repository of structured organic reaction records. The task is: describe an organic reaction: reactants, conditions, products, and yield Starting materials: N#Cc1ccc(Br)cc1Cl, O=C([O-])[O-], CCC1NC(=O)CC1(O)C1CC1, [Cs+], [Cs+], O=C(C=Cc1ccccc1)C=Cc1ccccc1, O=C(C=Cc1ccccc1)C=Cc1ccccc1, O=C(C=Cc1ccccc1)C=Cc1ccccc1, [Pd], [Pd], CC1(C)c2cccc(P(c3ccccc3)c3ccccc3)c2Oc2c(P(c3ccccc3)c3ccccc3)cccc21. The product is CCC1N(c2ccc(C#N)c(Cl)c2)C(=O)CC1(O)C1CC1. As a reaction SMILES: [Br:1][c:2]1[cH:3][c:4]([Cl:10])[c:5]([C:6]#[N:7])[cH:8][cH:9]1.[C:65](=[O:66])([O-:67])[O-:68].[CH:11]1([C:14]2([OH:22])[CH2:15][C:16](=[O:21])[NH:17][CH:18]2[CH2:19][CH3:20])[CH2:12][CH2:13]1.[Cs+:69].[Cs+:70].[O:109]=[C:110]([CH:111]=[CH:112][c:113]1[cH:114][cH:115][cH:116][cH:117][cH:118]1)[CH:119]=[CH:120][c:121]1[cH:122][cH:123][cH:124][cH:125][cH:126]1.[O:73]=[C:74]([CH:75]=[CH:76][c:77]1[cH:78][cH:79][cH:80][cH:81][cH:82]1)[CH:83]=[CH:84][c:85]1[cH:86][cH:87][cH:88][cH:89][cH:90]1.[O:91]=[C:92]([CH:93]=[CH:94][c:95]1[cH:96][cH:97][cH:98][cH:99][cH:100]1)[CH:101]=[CH:102][c:103]1[cH:104][cH:105][cH:106][cH:107][cH:108]1.[Pd:71].[Pd:72].[c:23]1([P:24]([c:25]2[cH:26][cH:27][cH:28][cH:29][cH:30]2)[c:31]2[c:32]3[c:56]([cH:57][cH:58][cH:59]2)[C:53]([CH3:54])([CH3:55])[c:35]2[c:34]([c:39]([P:40]([c:41]4[cH:42][cH:43][cH:44][cH:45][cH:46]4)[c:47]4[cH:48][cH:49][cH:50][cH:51][cH:52]4)[cH:38][cH:37][cH:36]2)[O:33]3)[cH:60][cH:61][cH:62][cH:63][cH:64]1>>[c:2]1([N:17]2[C:16](=[O:21])[CH2:15][C:14]([CH:11]3[CH2:12][CH2:13]3)([OH:22])[CH:18]2[CH2:19][CH3:20])[cH:3][c:4]([Cl:10])[c:5]([C:6]#[N:7])[cH:8][cH:9]1. Reactants: C(C)NCC (diethylamine), C(C)(=O)OC1=CC(C1)=O (3-acetoxy-2-cyclobuten-1-one). The solvent is C(C)(=O)OCC (ethyl acetate), C(C)(=O)OCC (ethyl acetate). Yields the product C(C)[NH2+]CC.OC1=CC(C1)=O (3-hydroxy-2-cyclobuten-1-one-diethylammonium salt). Yield: 94.8%. Reaction SMILES: [CH2:1]([NH:3][CH2:4][CH3:5])[CH3:2].C([O:9][C:10]1[CH2:13][C:12](=[O:14])[CH:11]=1)(=O)C>C(OCC)(=O)C>[CH2:1]([NH2+:3][CH2:4][CH3:5])[CH3:2].[OH:14][C:12]1[CH2:13][C:10](=[O:9])[CH:11]=1 |f:3.4|. Procedure details: A solution of 3.67 g of diethylamine (99.5 percent; 50.0 mmol) in 10 g of ethyl acetate was instilled in a solution of 3.25 g of 3-acetoxy-2-cyclobuten-1-one (triketene, content, 97 percent; 25.0 mmol) in 40 g of ethyl acetate at 0° C. within 18 minutes. The reaction mixture was stirred for another hour at room temperature, then filtered and dried under vacuum. 3.75 g of the title product with a purity of 4.1 percent (according to HPLC), corresponding to a yield of 9.8 percent, relative to the 3... The reactants are [BH4-], CO, [Na+], O=C(c1cccc(C(F)(F)F)c1)C1CCN(CCc2ccccc2)CC1. Yields the product OC(c1cccc(C(F)(F)F)c1)C1CCN(CCc2ccccc2)CC1. As a reaction SMILES: [BH4-:27].[CH3:29][OH:30].[Na+:28].[c:1]1([CH2:7][CH2:8][N:9]2[CH2:10][CH2:11][CH:12]([C:15](=[O:16])[c:17]3[cH:18][c:19]([C:23]([F:24])([F:25])[F:26])[cH:20][cH:21][cH:22]3)[CH2:13][CH2:14]2)[cH:2][cH:3][cH:4][cH:5][cH:6]1>>[c:1]1([CH2:7][CH2:8][N:9]2[CH2:10][CH2:11][CH:12]([CH:15]([OH:16])[c:17]3[cH:18][c:19]([C:23]([F:24])([F:25])[F:26])[cH:20][cH:21][cH:22]3)[CH2:13][CH2:14]2)[cH:2][cH:3][cH:4][cH:5][cH:6]1. The reactants are BrCC#N (Bromoacetonitrile), solution, C([O-])([O-])=O.[K+].[K+] (potassium carbonate), N[C@H](COCC1=CC(=CC(=C1)C(F)(F)F)C(F)(F)F)C1=CC=CC=C1 ((S)-2-amino-1-((3,5-bis(trifluoromethyl) phenyl)methyloxy)-2-phenylethane). Run in CN(C)C=O (DMF). Run at time 1.5 hour. Yields the product FC(C=1C=C(C=C(C1)C(F)(F)F)COC[C@H](C1=CC=CC=C1)NCC#N)(F)F ((S)-1-((3,5-bis(trifluoromethyl)phenyl)methyloxy)-2-cyanomethylamino-2-phenylethane). Reaction SMILES: Br[CH2:2][C:3]#[N:4].C(=O)([O-])[O-].[K+].[K+].[NH2:11][C@@H:12]([C:30]1[CH:35]=[CH:34][CH:33]=[CH:32][CH:31]=1)[CH2:13][O:14][CH2:15][C:16]1[CH:21]=[C:20]([C:22]([F:25])([F:24])[F:23])[CH:19]=[C:18]([C:26]([F:29])([F:28])[F:27])[CH:17]=1>CN(C=O)C>[F:29][C:26]([F:27])([F:28])[C:18]1[CH:17]=[C:16]([CH2:15][O:14][CH2:13][C@@H:12]([NH:11][CH2:2][C:3]#[N:4])[C:30]2[CH:31]=[CH:32][CH:33]=[CH:34][CH:35]=2)[CH:21]=[C:20]([C:22]([F:24])([F:25])[F:23])[CH:19]=1 |f:1.2.3|. Procedure details: Bromoacetonitrile (570 μl) was stirred in a 0.5M solution of anhydrous DMF (15ml) at 60° C. with potassium carbonate (2.07g) for 5 minutes before (S)-2-amino-1-((3,5-bis(trifluoromethyl) phenyl)methyloxy)-2-phenylethane (2.7g, Example 2b, liberated from the salt by extraction into ethyl acetate from aqueous Na2CO3 solution) was added. After 1.5 hours, the solution was cooled and the reaction quenched with water (100ml) and diluted with Ethyl acetate (60ml). The mixture was separated and the aque... Reactants: ( a ), 3(a), CON=C(C(=O)OCC)C=1SCCSC1 (Ethyl 2-methoxyimino-2-(2,3-dihydro-1,4-dithiin-5-yl)acetate), aqueous solution, Examples 1 ( a ). The solvent is [OH-].[Na+] (sodium hydroxide). The product is CON=C(C(=O)O)C=1SCCSC1 (2-methoxyimino-2-(2,3-dihydro-1,4-dithiin-5-yl)acetic acid). Yield: 91.3%. As a reaction SMILES: [CH3:1][O:2][N:3]=[C:4]([C:10]1[S:11][CH2:12][CH2:13][S:14][CH:15]=1)[C:5]([O:7]CC)=[O:6]>[OH-].[Na+]>[CH3:1][O:2][N:3]=[C:4]([C:10]1[S:11][CH2:12][CH2:13][S:14][CH:15]=1)[C:5]([OH:7])=[O:6] |f:1.2|. Procedure: Ethyl 2-methoxyimino-2-(2,3-dihydro-1,4-dithiin-5-yl)acetate (syn isomer) (2.47 g) was treated with 1 N aqueous solution of sodium hydroxide (20 ml.) according to similar manners to those of Examples 1 (a) (5), 2 (a) (3) and 3(a) (3) to give 2-methoxyimino-2-(2,3-dihydro-1,4-dithiin-5-yl)acetic acid (syn isomer) (2.0 g.), mp. 120° to 122° C. (dec.). Starting materials: COc1cc(C2=CCC3(CC2)OCCO3)ccc1[N+](=O)[O-], ClCCl, O=C(O)C(F)(F)F. Product: COc1cc(C2=CCC(=O)CC2)ccc1[N+](=O)[O-]. Reaction SMILES: [CH3:8][O:9][c:10]1[cH:11][c:12]([C:19]2=[CH:20][CH2:21][C:22]3([O:23][CH2:26][CH2:25][O:24]3)[CH2:27][CH2:28]2)[cH:13][cH:14][c:15]1[N+:16](=[O:17])[O-:18].[Cl:29][CH2:30][Cl:31].[F:1][C:2]([F:3])([F:4])[C:5]([OH:6])=[O:7]>>[CH3:8][O:9][c:10]1[cH:11][c:12]([C:19]2=[CH:20][CH2:21][C:22](=[O:23])[CH2:27][CH2:28]2)[cH:13][cH:14][c:15]1[N+:16](=[O:17])[O-:18]. Starting materials: C(CCCCCCCCCCCCCCC)OC[C@@H](OC)CO (1-O-Hexadecyl-2-O-methyl-sn-glycerol), ClC(C(OC1[C@H](OC(C)=O)[C@@H](OCC2=CC=CC=C2)[C@H](OCC2=CC=CC=C2)[C@H](O1)COCC1=CC=CC=C1)=N)(Cl)Cl (2-O-acetyl-3,4,6-tri-O-benzyl-α, β-D-glucopyranosyl trichloroacetimidate). Yields the product C(CCCCCCCCCCCCCCC)OC[C@@H](OC)CO[C@H]1[C@H](OC(C)=O)[C@@H](OCC2=CC=CC=C2)[C@H](OCC2=CC=CC=C2)[C@H](O1)COCC1=CC=CC=C1 (1-O-Hexadecyl-2-O-methyl-3-O-(2′-O-acetyl-3′,4′,6′-tri-O-benzyl-β-D-glucopyranosyl)-sn-glycerol). Isolated yield 76.0%. RXN SMILES: [CH2:1]([O:17][CH2:18][C@H:19]([CH2:22][OH:23])[O:20][CH3:21])[CH2:2][CH2:3][CH2:4][CH2:5][CH2:6][CH2:7][CH2:8][CH2:9][CH2:10][CH2:11][CH2:12][CH2:13][CH2:14][CH2:15][CH3:16].ClC(Cl)(Cl)C(=N)O[CH:28]1[O:53][C@H:52]([CH2:54][O:55][CH2:56][C:57]2[CH:62]=[CH:61][CH:60]=[CH:59][CH:58]=2)[C@@H:43]([O:44][CH2:45][C:46]2[CH:51]=[CH:50][CH:49]=[CH:48][CH:47]=2)[C@H:34]([O:35][CH2:36][C:37]2[CH:42]=[CH:41][CH:40]=[CH:39][CH:38]=2)[C@H:29]1[O:30][C:31](=[O:33])[CH3:32]>>[CH2:1]([O:17][CH2:18][C@H:19]([CH2:22][O:23][C@@H:28]1[O:53][C@H:52]([CH2:54][O:55][CH2:56][C:57]2[CH:58]=[CH:59][CH:60]=[CH:61][CH:62]=2)[C@@H:43]([O:44][CH2:45][C:46]2[CH:47]=[CH:48][CH:49]=[CH:50][CH:51]=2)[C@H:34]([O:35][CH2:36][C:37]2[CH:38]=[CH:39][CH:40]=[CH:41][CH:42]=2)[C@H:29]1[O:30][C:31](=[O:33])[CH3:32])[O:20][CH3:21])[CH2:2][CH2:3][CH2:4][CH2:5][CH2:6][CH2:7][CH2:8][CH2:9][CH2:10][CH2:11][CH2:12][CH2:13][CH2:14][CH2:15][CH3:16]. Procedure: 1-O-Hexadecyl-2-O-methyl-sn-glycerol (433.3 mg, 1.3 mmol) prepared as described above, was glucosylated with 2-O-acetyl-3,4,6-tri-O-benzyl-α, β-D-glucopyranosyl trichloroacetimidate (930 mg, 1.4 mmol) to give 1-O-Hexadecyl-2-O-methyl-3-O-(2′-O-acetyl-3′,4′,6′-tri-O-benzyl-β-D-glucopyranosyl)-sn-glycerol in 76% yield (805 mg). [α]D −8.5 deg. 1H-NMR: δ7.32-7.15 (m, 15H, 3PhCH2) 4.99 (dd, 1H, J1′,2a′=2.5 Hz, J1′,2e′−1.0 Hz, H-1′), 3.93 (m, 1H, H-5′), 3.44 (s, 3H, OCH3), 2.15 (ddd, 1H, J2e′,3′=4.7 H... Reactants: C=CS(=O)(=O)C=C, CCO, Nc1ccc(O)cc1. RXN SMILES: [CH2:9]=[CH:10][S:11](=[O:12])(=[O:13])[CH:14]=[CH2:15].[CH3:16][CH2:17][OH:18].[NH2:1][c:2]1[cH:3][cH:4][c:5]([OH:6])[cH:7][cH:8]1>>[N:1]1([c:2]2[cH:3][cH:4][c:5]([OH:6])[cH:7][cH:8]2)[CH2:9][CH2:10][S:11](=[O:12])(=[O:13])[CH2:14][CH2:15]1. The product is O=S1(=O)CCN(c2ccc(O)cc2)CC1. Reactants: FC(CCC(C(=O)OC(C)(C)C)C1=CC=C(C=C1)C)(F)F (tert-butyl 5,5,5-trifluoro-2-(4-methylphenyl)pentanoate), BrN1C(CCC1=O)=O (N-bromosuccinimide), 2,2′-azobis-2-methylpropionitrile. Solvent: C(Cl)(Cl)(Cl)Cl (carbon tetrachloride). Product: BrCC1=CC=C(C=C1)C(C(=O)OC(C)(C)C)CCC(F)(F)F (Tert-Butyl 2-[4-(bromomethyl)phenyl]-5,5,5-trifluoropentanoate). RXN SMILES: [F:1][C:2]([F:21])([F:20])[CH2:3][CH2:4][CH:5]([C:13]1[CH:18]=[CH:17][C:16]([CH3:19])=[CH:15][CH:14]=1)[C:6]([O:8][C:9]([CH3:12])([CH3:11])[CH3:10])=[O:7].[Br:22]N1C(=O)CCC1=O>C(Cl)(Cl)(Cl)Cl>[Br:22][CH2:19][C:16]1[CH:17]=[CH:18][C:13]([CH:5]([CH2:4][CH2:3][C:2]([F:20])([F:21])[F:1])[C:6]([O:8][C:9]([CH3:12])([CH3:11])[CH3:10])=[O:7])=[CH:14][CH:15]=1. Procedure: 540 mg (1.79 mmol) of tert-butyl 5,5,5-trifluoro-2-(4-methylphenyl)pentanoate, 333.8 mg (1.78 mmol) of N-bromosuccinimide and 14.7 mg (0.09 mmol) of 2,2′-azobis-2-methylpropionitrile in 10 ml of carbon tetrachloride were stirred under reflux for 2 h. After the reaction had gone to completion, the succinimide was filtered off and the filter residue was washed with dichloromethane. The filtrate was concentrated under reduced pressure. The crude product was purified chromatographically on silica ge...